Dataset: the Open Reaction Database (ORD), a public repository of structured organic reaction records. Task: describe an organic reaction: reactants, conditions, products, and yield Starting materials: CC(C)C(CCC1=CC=C(C=C1)[N+](=O)[O-])=O (2-methyl-5-(4-nitro-phenyl)-pentan-3-one), [H][H] (hydrogen). Reagents/catalysts: [Ni] (Raney Nickel). Solvent: C1CCOC1 (THF). The product is NC1=CC=C(C=C1)CCC(C(C)C)=O (5-(4-Amino-phenyl)-2-methyl-pentan-3-one). Reaction SMILES: [CH3:1][CH:2]([C:4](=[O:16])[CH2:5][CH2:6][C:7]1[CH:12]=[CH:11][C:10]([N+:13]([O-])=O)=[CH:9][CH:8]=1)[CH3:3].[H][H]>[Ni].C1COCC1>[NH2:13][C:10]1[CH:9]=[CH:8][C:7]([CH2:6][CH2:5][C:4](=[O:16])[CH:2]([CH3:1])[CH3:3])=[CH:12][CH:11]=1. Procedure: A mixture of 13.6 g (62 mmol) of 2-methyl-5-(4-nitro-phenyl)-pentan-3-one (Y. Huang, L. Shi, S. Li, Synthesis, 1988, 975-977), 400 mL of THF, and 2.6 g of Raney Nickel was shaken in a hydrogen atmosphere (24 p.s.i.) at 25° C. for 56 hours. The catalyst was filtered, and the filtrate was concentrated to give the title compound. 1H NMR (CDCl3) δ 1.01 (d, 6 H), 2.46-2.55 (m, 1 H), 2.65-2.83 (m, 4 H), 3.55 (br s, 2 H), 6.56 (d, 2 H), 6.92 (d, 2 H).